describe an organic reaction: reactants, conditions, products, and yield From a dataset of the Open Reaction Database (ORD), a public repository of structured organic reaction records. Reactants: N(=NC(=O)OCC)C(=O)OCC (Diethyl azodicarboxylate), N1=CC(=CC=C1)CC[C@@H](COC1=CC=C(C=C1)C1=CC=CC=C1)O ((2S)-4-(3-pyridyl)-1-[(4-phenyl)phenoxy]-butan-2-ol), C1(=CC=CC=C1)P(C1=CC=CC=C1)C1=CC=CC=C1 (triphenylphosphine), C(C1=CC=CC=C1)(=O)O (benzoic acid). Solvent: O1CCCC1 (tetrahydrofuran). Conditions: time 1 hour. Yields the product C1(=CC=C(C=C1)OC[C@@H](CCC=1C=NC=CC1)O)C1=CC=CC=C1 ((2R)-1-(Biphenyl-4-yloxy)-4-(3-pyridyl)-2-butanol). Isolated yield 88.0%. RXN SMILES: N(C(OCC)=O)=NC(OCC)=O.[N:13]1[CH:18]=[CH:17][CH:16]=[C:15]([CH2:19][CH2:20][C@H:21]([OH:36])[CH2:22][O:23][C:24]2[CH:29]=[CH:28][C:27]([C:30]3[CH:35]=[CH:34][CH:33]=[CH:32][CH:31]=3)=[CH:26][CH:25]=2)[CH:14]=1.C1(P(C2C=CC=CC=2)C2C=CC=CC=2)C=CC=CC=1.C(O)(=O)C1C=CC=CC=1>O1CCCC1>[C:27]1([C:30]2[CH:31]=[CH:32][CH:33]=[CH:34][CH:35]=2)[CH:26]=[CH:25][C:24]([O:23][CH2:22][C@H:21]([OH:36])[CH2:20][CH2:19][C:15]2[CH:14]=[N:13][CH:18]=[CH:17][CH:16]=2)=[CH:29][CH:28]=1. Procedure: Diethyl azodicarboxylate (0.123 ml) was added to a stirring solution of (2S)-4-(3-pyridyl)-1-[(4-phenyl)phenoxy]-butan-2-ol (0.25 g), triphenylphosphine (0.262 g) and benzoic acid (0.122 g) in tetrahydrofuran (10 ml) at 0° C. and the resulting solution was stirred for 1 hour. The mixture was concentrated under reduced pressure and the residue was redissolved in methanol (20 ml) and water (5 ml). Solid potassium hydroxide (0.112 g) was added and the reaction stirred for 2 hours before being poure... The reactants are NC=1C(=NC(=NC1NC1=C(C=CC=C1)OC)Cl)C(=O)OCC (ethyl 5-amino-2-chloro-6-(2-methoxyphenylamino)pyrimidine-4-carboxylate), OC=1C=C(C=CC1)B(O)O (3-hydroxyphenylboronic acid), P(=O)([O-])([O-])[O-].[K+].[K+].[K+] (potassium phosphate), C1(CCCCC1)P(C1=C(C=CC=C1)C1=C(C=CC=C1OC)OC)C1CCCCC1 (dicyclohexyl(2′,6′-dimethoxybiphenyl-2-yl)phosphine), NC=1C(=NC(=NC1NC1=C(C=CC=C1)OC)C1=C(C=CC=C1)O)C(=O)OCC (Ethyl 5-amino-2-(2-hydroxyphenyl)-6-[(2-methoxyphenyl)amino]pyrimidine-4-carboxylate). Reagents/catalysts: C(C)(=O)[O-].[Pd+2].C(C)(=O)[O-] (palladium (II) acetate). Solvent: hexanes, CCOC(=O)C (EtOAc), O1CCCC1 (tetrahydrofuran), O (water). Yields the product OC1=C(C=CC=C1)C1=NC(=C2N=CN(C2=N1)C1=C(C=CC=C1)OC)C(=O)N (2-(2-HYDROXYPHENYL)-9-(2-METHOXYPHENYL)PURINE-6-CARBOXAMIDE). The yield is 50.0%. Reaction SMILES: [NH2:1][C:2]1[C:3]([C:24]([O:26]CC)=O)=[N:4][C:5]([C:17]2[CH:22]=[CH:21][CH:20]=[CH:19][C:18]=2[OH:23])=[N:6][C:7]=1[NH:8][C:9]1C=CC=CC=1OC.[NH2:29]C1C(C(OCC)=O)=NC(Cl)=NC=1NC1C=CC=CC=1OC.OC1C=C(B(O)O)C=CC=1.P([O-])([O-])([O-])=O.[K+].[K+].[K+].C1(P(C2CCCCC2)C2C=CC=CC=2[C:82]2[C:87]([O:88][CH3:89])=[CH:86][CH:85]=[CH:84][C:83]=2OC)CCCCC1>O1CCCC1.O.C([O-])(=O)C.[Pd+2].C([O-])(=O)C.CCOC(C)=O>[OH:23][C:18]1[CH:19]=[CH:20][CH:21]=[CH:22][C:17]=1[C:5]1[N:6]=[C:7]2[C:2]([N:1]=[CH:9][N:8]2[C:82]2[CH:83]=[CH:84][CH:85]=[CH:86][C:87]=2[O:88][CH3:89])=[C:3]([C:24]([NH2:29])=[O:26])[N:4]=1 |f:3.4.5.6,10.11.12|. Procedure: Ethyl 5-amino-2-(2-hydroxyphenyl)-6-[(2-methoxyphenyl)amino]pyrimidine-4-carboxylate. In a microwave flask was placed ethyl 5-amino-2-chloro-6-(2-methoxyphenylamino)pyrimidine-4-carboxylate (400 mg, 1.24 mmol), 3-hydroxyphenylboronic acid (260 mg, 1.86 mmol), potassium phosphate (531 mg, 2.504 mmol), dicyclohexyl(2′,6′-dimethoxybiphenyl-2-yl)phosphine (77 mg, 0.188 mmol) and palladium (II) acetate (42.2 mg, 0.188 mmol) in tetrahydrofuran (20 mL) and water (2 mL) and the reaction mixture was heat... The reactants are NC=1C=CC(=NC1S(=O)(=O)CC)C(C#N)C(=O)C1=C(C=CC=C1)F (2-(5-amino-6-(ethylsulfonyl)pyridin-2-yl)-3-(2-fluorophenyl)-3-oxopropanenitrile), [H-].[Na+] (NaH). Run in CN(C)C=O (DMF). Reaction conditions: time 0.75 hour. The product is FC1=C(C=CC=C1)C(C(C#N)C1=CC=C2C(=N1)SC(=N2)NC(C)C)=O (3-(2-fluorophenyl)-2-(2-(isopropylamino)thiazolo[5,4-b]pyridin-5-yl)-3-oxopropanenitrile), solid. The yield is 29.0%. RXN SMILES: [NH2:1][C:2]1[CH:3]=[CH:4][C:5]([CH:13]([C:16]([C:18]2[CH:23]=[CH:22][CH:21]=[CH:20][C:19]=2[F:24])=[O:17])[C:14]#[N:15])=[N:6][C:7]=1[S:8]([CH2:11]C)(=O)=O.[H-].[Na+]>CN(C=O)C>[F:24][C:19]1[CH:20]=[CH:21][CH:22]=[CH:23][C:18]=1[C:16](=[O:17])[CH:13]([C:5]1[N:6]=[C:7]2[S:8][C:11]([NH:1][CH:2]([CH3:3])[CH3:7])=[N:1][C:2]2=[CH:3][CH:4]=1)[C:14]#[N:15] |f:1.2|. Procedure: To a solution of 2-(5-amino-6-(ethylsulfonyl)pyridin-2-yl)-3-(2-fluorophenyl)-3-oxopropanenitrile (presumed 0.951 mmol, 1.0 eq.) and iPrNCS (0.15 mL, 1.43 mmol, 1.5 eq.) in DMF (4.8 mL) under nitrogen at 0° C. was added NaH (95%; 0.0982 g, 3.89 mmol, 4.1 eq.). After 0.75 hr, the cold bath was removed and the reaction was stirred to room temperature for 0.5 hr. At 0° C., iPrNCS (0.1 mL) and NaH (0.050 g) were added and stirred for 0.25 hr. The cold bath was removed, and the reaction was stirred t... Reactants: C1(=C(C=CC=C1)NN)C (o-tolylhydrazine), C1(=CC=CC=C1)CCC(=O)Cl (3-phenylpropanoyl chloride), CN1CCN(CC1)C1=CC=C(N)C=C1 (4-(4-methylpiperazin-1-yl)aniline), N (NH3), CN1CC2=CC(=CC=C2C2(C1)CC2)N (2′-methyl-2′,3′-dihydro-1′H-spiro[cyclopropane-1,4′-isoquinolin]-7′-amine), N=C1NC(NC2=NC=NC=C21)=O (3,4-dihydro-4-imino-pyrimido[4,5-d]pyrimidin-2(1H)-one), CNN (methylhydrazine). Yields the product CN1CC2=CC(=CC=C2C2(C1)CC2)NC=2N=CC1=C(C(=NN(C1=O)C1=C(C=CC=C1)C)C1=CC=CC=C1)N2 (2-[(2′-methyl-2′,3′-dihydro-1′H-spiro[cyclopropane-1,4′-isoquinolin]-7′-yl)amino]-6-(2-methylphenyl)-8-phenylpyrimido[4,5-d]pyridazin-5(6H)-one). RXN SMILES: [C:1]1([CH2:7][CH2:8][C:9](Cl)=[O:10])C=CC=CC=1.[CH3:12][N:13]1[CH2:22][C:21]2([CH2:24][CH2:23]2)[C:20]2[C:15](=[CH:16][C:17]([NH2:25])=[CH:18][CH:19]=2)[CH2:14]1.[NH:26]=[C:27]1C2C(=NC=NC=2)N[C:29](=O)[NH:28]1.CN1CCN([C:45]2[CH:51]=[CH:50][C:48](N)=[CH:47][CH:46]=2)CC1.[C:52]1([CH3:60])[CH:57]=[CH:56][CH:55]=[CH:54][C:53]=1[NH:58][NH2:59].CNN.N>>[CH3:12][N:13]1[CH2:22][C:21]2([CH2:24][CH2:23]2)[C:20]2[C:15](=[CH:16][C:17]([NH:25][C:27]3[N:28]=[CH:29][C:8]4[C:9](=[O:10])[N:58]([C:53]5[CH:54]=[CH:55][CH:56]=[CH:57][C:52]=5[CH3:60])[N:59]=[C:1]([C:45]5[CH:46]=[CH:47][CH:48]=[CH:50][CH:51]=5)[C:7]=4[N:26]=3)=[CH:18][CH:19]=2)[CH2:14]1. Procedure details: The title compound was prepared as described in Example 6, substituting benzoyl chloride for 3-phenylpropanoyl chloride in Example 6B, 2′-methyl-2′,3′-dihydro-1′H-spiro[cyclopropane-1,4′-isoquinolin]-7′-amine (Furukawa, S.; Ikeno, T.; Kato, S.; Kawasaki, M.; Kojima, H.; Minagawa, W.; Sawada, N.; Yamamoto, F.; Lohani, S.; Wang, Y. Process for preparation of a 3,4-dihydro-4-imino-pyrimido[4,5-d]pyrimidin-2(1H)-one derivative. WO 2009151997) for 4-(4-methylpiperazin-1-yl)aniline in Example 6C, and ...